Dataset: the Open Reaction Database (ORD), a public repository of structured organic reaction records. Task: describe an organic reaction: reactants, conditions, products, and yield Reactants: BrB(Br)Br, COc1ccc2nc(-c3ccc(N)nc3)oc2c1, CCOC(C)=O, ClCCl, [Na+], O=C([O-])O, O. Yields the product Nc1ccc(-c2nc3ccc(O)cc3o2)cn1. RXN SMILES: [B:19]([Br:20])([Br:21])[Br:22].[CH3:1][O:2][c:3]1[cH:4][c:5]2[c:6]([n:7][c:8](-[c:10]3[cH:11][cH:12][c:13]([NH2:16])[n:14][cH:15]3)[o:9]2)[cH:17][cH:18]1.[CH3:23][CH2:24][O:25][C:26]([CH3:27])=[O:28].[Cl:34][CH2:35][Cl:36].[Na+:33].[O-:29][C:30]([OH:31])=[O:32].[OH2:37]>>[OH:2][c:3]1[cH:4][c:5]2[c:6]([n:7][c:8](-[c:10]3[cH:11][cH:12][c:13]([NH2:16])[n:14][cH:15]3)[o:9]2)[cH:17][cH:18]1. Reactants: BrC=1C(=NC(=NC1S(=O)C)N)C=1OC=CC1 (5-bromo-4-furan-2-yl-6-methanesulfinyl-pyrimidin-2-yl-amine), ( 14 ), ( 17 ), C(\C=C\C1=CC=CC=C1)O ((E)-cinnamyl alcohol), C1CCC2=NCCCN2CC1 (DBU). Run in O1CCOCC1 (dioxane). The product is BrC=1C(=NC(=NC1OCC=CC1=CC=CC=C1)N)C=1OC=CC1 (5-Bromo-4-furan-2-yl-6-(3-phenyl-allyloxy)-pyrimidin-2-yl-amine). Reaction SMILES: [Br:1][C:2]1[C:3]([C:12]2[O:13][CH:14]=[CH:15][CH:16]=2)=[N:4][C:5]([NH2:11])=[N:6][C:7]=1S(C)=O.[CH2:17]([OH:26])/[CH:18]=[CH:19]/[C:20]1[CH:25]=[CH:24][CH:23]=[CH:22][CH:21]=1.C1CCN2C(=NCCC2)CC1>O1CCOCC1>[Br:1][C:2]1[C:3]([C:12]2[O:13][CH:14]=[CH:15][CH:16]=2)=[N:4][C:5]([NH2:11])=[N:6][C:7]=1[O:26][CH2:17][CH:18]=[CH:19][C:20]1[CH:25]=[CH:24][CH:23]=[CH:22][CH:21]=1. Reported procedure: From 5-bromo-4-furan-2-yl-6-methanesulfinyl-pyrimidin-2-yl-amine, (E)-cinnamyl alcohol and DBU in dioxane. EI-MS m/e (%): 373 (M{81Br}+, 4), 371 (M{79Br}+, 4), 292 ([M—Br]+, 8),202 (14), 117(100), 115 (38),91 (17). Reactants: Intermediate 20, BrC=1C=C(C=CC1C)S(=O)(=O)NC(C)CC (3-bromo-N-sec-butyl-4-methyl-benzenesulfonamide), BrC=1C=C(C=CC1C)S(=O)(=O)NC(C)CC (3-bromo-N-sec-butyl-4-methyl-benzenesulfonamide), C(C)(C)(C)OC(COC1=C(C=C(C=C1)Cl)C#C)=O (tert-butyl(4-chloro-2-ethynylphenoxy)acetate), C(C)(C)(C)OC(COC1=C(C=C(C=C1)Cl)C#C)=O (tert-butyl(4-chloro-2-ethynylphenoxy)acetate). The product is C(C)(C)(C)OC(COC1=C(C=C(C=C1)Cl)C#CC1=C(C=CC(=C1)S(=O)(=O)NC(C)CC)C)=O (tert-butyl[2-({5-[(sec-butylamino)sulfonyl]-2-methylphenyl}ethynyl)-4-chlorophenoxy]acetate). Reaction SMILES: [C:1]([O:5][C:6](=[O:18])[CH2:7][O:8][C:9]1[CH:14]=[CH:13][C:12]([Cl:15])=[CH:11][C:10]=1[C:16]#[CH:17])([CH3:4])([CH3:3])[CH3:2].Br[C:20]1[CH:21]=[C:22]([S:27]([NH:30][CH:31]([CH2:33][CH3:34])[CH3:32])(=[O:29])=[O:28])[CH:23]=[CH:24][C:25]=1[CH3:26]>>[C:1]([O:5][C:6](=[O:18])[CH2:7][O:8][C:9]1[CH:14]=[CH:13][C:12]([Cl:15])=[CH:11][C:10]=1[C:16]#[C:17][C:20]1[CH:21]=[C:22]([S:27]([NH:30][CH:31]([CH2:33][CH3:34])[CH3:32])(=[O:28])=[O:29])[CH:23]=[CH:24][C:25]=1[CH3:26])([CH3:4])([CH3:3])[CH3:2]. Procedure: Following the general method as outlined in Intermediate 20, starting from (4-chloro-2-ethynyl-phenoxy)-acetic acid tert-butyl ester (Intermediate 3) and 3-bromo-N-sec-butyl-4-methyl-benzenesulfonamide (Intermediate 146), the title compound was obtained as a brown sticky solid after purification by flash column chromatography (silica), eluting with cyclohexane containing increasing amounts of EtOAc. The reactants are C(#N)C=1C=C(C=CC1OC1=NC=C(C=C1)[N+](=O)[O-])N(CC(=O)OC(C)(C)C)C (t-butyl 2-((3-cyano-4-(5-nitropyridin-2-yloxy)phenyl)(methyl)amino)acetate), FC(C(=O)O)(F)F (trifluoroacetic acid). The solvent is ClCCl (dichloromethane). Conditions: time 5 hour. The product is C(#N)C=1C=C(C=CC1OC1=NC=C(C=C1)[N+](=O)[O-])N(CC(=O)O)C (2-((3-cyano-4-(5-nitropyridin-2-yloxy)phenyl)(methyl)amino)-acetic acid). As a reaction SMILES: [C:1]([C:3]1[CH:4]=[C:5]([N:19]([CH3:28])[CH2:20][C:21]([O:23]C(C)(C)C)=[O:22])[CH:6]=[CH:7][C:8]=1[O:9][C:10]1[CH:15]=[CH:14][C:13]([N+:16]([O-:18])=[O:17])=[CH:12][N:11]=1)#[N:2].FC(F)(F)C(O)=O>ClCCl>[C:1]([C:3]1[CH:4]=[C:5]([N:19]([CH3:28])[CH2:20][C:21]([OH:23])=[O:22])[CH:6]=[CH:7][C:8]=1[O:9][C:10]1[CH:15]=[CH:14][C:13]([N+:16]([O-:18])=[O:17])=[CH:12][N:11]=1)#[N:2]. Reported procedure: To a solution of t-butyl 2-((3-cyano-4-(5-nitropyridin-2-yloxy)phenyl)(methyl)amino)acetate (1.2 g, 3.1 mmol) in dichloromethane (12 mL) was added trifluoroacetic acid (12 mL), and the resulting reaction solution was stirred at room temperature for 5 hours. The solvent was evaporated, and water was added to the residue, and extracted with ethyl acetate. The ethyl acetate layer was dried over anhydrous magnesium sulfate, and evaporated, to thereby yield crude 2-((3-cyano-4-(5-nitropyridin-2-yloxy...